This data is from the Open Reaction Database (ORD), a public repository of structured organic reaction records. The task is: describe an organic reaction: reactants, conditions, products, and yield The product is CCc1ccc2c(c1)CC(=O)N2. Reaction SMILES: [C:1]([CH3:2])(=[O:3])[c:4]1[cH:5][c:6]2[c:10]([cH:11][cH:12]1)[NH:9][C:8](=[O:13])[CH2:7]2.[CH3:16][C:17](=[O:18])[OH:19].[H:14][H:15]>>[CH2:1]([CH3:2])[c:4]1[cH:5][c:6]2[c:10]([cH:11][cH:12]1)[NH:9][C:8](=[O:13])[CH2:7]2. Starting materials: CC(=O)c1ccc2c(c1)CC(=O)N2, CC(=O)O, [H][H]. Reactants: CCOCCl, CCOCC, [H-], [Na+], C1CCOC1, Cc1nc2c(N(Cc3ccccc3)Cc3ccccc3)nc3ccccc3c2[nH]1. The product is CCOCn1c(C)nc2c(N(Cc3ccccc3)Cc3ccccc3)nc3ccccc3c21. Reaction SMILES: [CH2:32]([CH3:33])[O:34][CH2:35][Cl:36].[CH3:42][CH2:43][O:44][CH2:45][CH3:46].[H-:1].[Na+:2].[O:37]1[CH2:38][CH2:39][CH2:40][CH2:41]1.[c:3]1([CH2:9][N:10]([c:11]2[n:12][c:13]3[cH:14][cH:15][cH:16][cH:17][c:18]3[c:19]3[c:20]2[n:21][c:22]([CH3:24])[nH:23]3)[CH2:25][c:26]2[cH:27][cH:28][cH:29][cH:30][cH:31]2)[cH:4][cH:5][cH:6][cH:7][cH:8]1>>[c:3]1([CH2:9][N:10]([c:11]2[n:12][c:13]3[cH:14][cH:15][cH:16][cH:17][c:18]3[c:19]3[c:20]2[n:21][c:22]([CH3:24])[n:23]3[CH2:35][O:34][CH2:32][CH3:33])[CH2:25][c:26]2[cH:27][cH:28][cH:29][cH:30][cH:31]2)[cH:4][cH:5][cH:6][cH:7][cH:8]1. Reactants: BrC1=CC=CC(=N1)C(C)=O (1-(6-bromopyridin-2-yl)ethanone), [BH4-].[Na+] (sodium borohydride). The solvent is ClCCl (dichloromethane), O (water), CO (methanol). Run at time 2.5 hour. Product: BrC1=CC=CC(=N1)C(C)O (1-(6-Bromopyridin-2-yl)ethanol). As a reaction SMILES: [Br:1][C:2]1[N:7]=[C:6]([C:8](=[O:10])[CH3:9])[CH:5]=[CH:4][CH:3]=1.[BH4-].[Na+]>CO.ClCCl.O>[Br:1][C:2]1[N:7]=[C:6]([CH:8]([OH:10])[CH3:9])[CH:5]=[CH:4][CH:3]=1 |f:1.2|. Procedure details: A solution of 1-(6-bromopyridin-2-yl)ethanone (2.9636 g, 14.82 mmol) in methanol (40 mL) at 0° C. was charged with sodium borohydride (1.682 g, 44.4 mmol) and then allowed to warm to room temperature. After 2.5 hours, the reaction mixture was diluted with dichloromethane (60 mL) and water (60 mL) and the layers were separated. The organic layer was dried over sodium sulfate, filtered, and concentrated to yield the title compound. Starting materials: BrCC1OCCO1 (2-Bromomethyl-1,3-dioxolane), C(C)(C)N (isopropylamine), [OH-].[Na+] (sodium hydroxide). Run at time 0.5 hour. Product: C(C)(C)NCC1OCCO1 (N-isopropyl-N-(1,3-dioxolan-2-ylmethyl)amine). RXN SMILES: Br[CH2:2][CH:3]1[O:7][CH2:6][CH2:5][O:4]1.[CH:8]([NH2:11])([CH3:10])[CH3:9].[OH-].[Na+]>>[CH:8]([NH:11][CH2:2][CH:3]1[O:7][CH2:6][CH2:5][O:4]1)([CH3:10])[CH3:9] |f:2.3|. Procedure details: 2-Bromomethyl-1,3-dioxolane (15 grams; 0.09 mole) and isopropylamine (38 ml; 0.45 mole) were charged into a Parr Shaker. The shaker was sealed and was heated with an infrared lamp to a pressure of about 50 p.s.i. Heating was stopped and the reaction mixture was shaken for a period of about 1/2 hour. After this time aqueous sodium hydroxide (12 ml; 50% concentration) was added to the reaction mixture with stirring. The organic phase was then separated from the aqueous phase, was dried over anhydr...